Dataset: the Open Reaction Database (ORD), a public repository of structured organic reaction records. Task: describe an organic reaction: reactants, conditions, products, and yield The reactants are C(C)(C)(C)OC(=O)N1CCN(CC1)C1=C(C(=CC=C1)[N+](=O)[O-])C#N (4-(2-cyano-3-nitro-phenyl)-piperazine-1-carboxylic acid tert-butyl ester). Solvent: C(C)O (ethanol). The product is C(C)(C)(C)OC(=O)N1CCN(CC1)C1=C(C(=CC=C1)N)C#N (4-(3-amino-2-cyano-phenyl)-piperazine-1-carboxylic acid tert-butyl ester). RXN SMILES: [C:1]([O:5][C:6]([N:8]1[CH2:13][CH2:12][N:11]([C:14]2[CH:19]=[CH:18][CH:17]=[C:16]([N+:20]([O-])=O)[C:15]=2[C:23]#[N:24])[CH2:10][CH2:9]1)=[O:7])([CH3:4])([CH3:3])[CH3:2]>C(O)C>[C:1]([O:5][C:6]([N:8]1[CH2:13][CH2:12][N:11]([C:14]2[CH:19]=[CH:18][CH:17]=[C:16]([NH2:20])[C:15]=2[C:23]#[N:24])[CH2:10][CH2:9]1)=[O:7])([CH3:4])([CH3:2])[CH3:3]. Procedure: 4-(2-Cyano-3-nitro-phenyl)-piperazine-1-carboxylic acid tert-butyl ester (12.172 g, 36.6 mmol) from step 1 was dissolved in ethanol (300 ml) in a Parr flask. The flask was flushed with N2, and Pd/C (1.3 g) was added. The solution was treated with H2 on a Parr apparatus at 30 psi overnight. The mixture was filtered through celite, then washed with EtOAc. After concentration, the residue was purified by flash chromatography to give 4-(3-amino-2-cyano-phenyl)-piperazine-1-carboxylic acid tert-butyl... Starting materials: CCOC(C)=O, Cc1ccccc1, CC(=O)c1ccc([N+](=O)[O-])c(Cl)c1, FC(F)(F)c1ccccc1[S-], [Li+], O. The product is CC(=O)c1ccc([N+](=O)[O-])c(Sc2ccccc2C(F)(F)F)c1. As a reaction SMILES: [CH3:26][CH2:27][O:28][C:29](=[O:30])[CH3:31].[CH3:33][c:34]1[cH:35][cH:36][cH:37][cH:38][cH:39]1.[Cl:1][c:2]1[cH:3][c:4]([C:11]([CH3:12])=[O:13])[cH:5][cH:6][c:7]1[N+:8](=[O:9])[O-:10].[F:14][C:15]([c:16]1[c:17]([S-:18])[cH:19][cH:20][cH:21][cH:22]1)([F:23])[F:24].[Li+:25].[OH2:32]>>[c:2]1([S:18][c:17]2[c:16]([C:15]([F:14])([F:23])[F:24])[cH:22][cH:21][cH:20][cH:19]2)[cH:3][c:4]([C:11]([CH3:12])=[O:13])[cH:5][cH:6][c:7]1[N+:8](=[O:9])[O-:10]. The reactants are C1CCOC1 (THF), N1(C(=O)C(=O)C2=CC=CC=C12)CCC(=O)N (isatin propionamide), [OH-].[K+] (potassium hydroxide), C1CCOC1 (THF), Cl (hydrochloric acid). The product is OC1=NC2=CC=CC=C2C(=C1C)C(=O)O (2-Hydroxy-3-methylquinoline-4-carboxylic acid). RXN SMILES: [N:1]1([CH2:12][CH2:13][C:14](N)=O)[C:11]2[C:6](=[CH:7][CH:8]=[CH:9][CH:10]=2)[C:4](=O)[C:2]1=[O:3].[OH-:17].[K+].Cl.C1C[O:23]CC1>>[OH:17][C:12]1[C:13]([CH3:14])=[C:4]([C:2]([OH:23])=[O:3])[C:6]2[C:11](=[CH:10][CH:9]=[CH:8][CH:7]=2)[N:1]=1 |f:1.2|. Reported procedure: A mixture of 5-chloroisatin acetamide (IV, 5.00 g), potassium hydroxide (1N, 56 ml) and THF (18 ml) is heated at reflux for 1 hr, allowing the THF to boil off, and is allowed to cool to 20°-25°. The basic mixture is cooled to 0° and acidified to pH 5.5 (pH paper) with hydrochloric acid (4N). The resulting solids are filtered, washed with water and methylene chloride, dried, and triturated overnight in methylene chloride (200 ml, to remove a small amount of 5-chloroisatin byproduct). These solids... Reactants: ClC(=CCCl)Cl (3,3-dichloroallyl chloride), OC=1C=C2C=CC(=CC2=CC1)C(C(=O)O)C (racemic 6-hydroxy-α-methyl-2-naphthaleneacetic acid). Product: CC(C(=O)O)C1=CC2=CC=C(C=C2C=C1)OCC=C(Cl)Cl (α-Methyl-6-(3,3-dichloroallyloxy)-2-naphthaleneacetic acid). As a reaction SMILES: [Cl:1][C:2]([Cl:6])=[CH:3][CH2:4]Cl.[OH:7][C:8]1[CH:9]=[C:10]2[C:15](=[CH:16][CH:17]=1)[CH:14]=[C:13]([CH:18]([CH3:22])[C:19]([OH:21])=[O:20])[CH:12]=[CH:11]2>>[CH3:22][CH:18]([C:13]1[CH:12]=[CH:11][C:10]2[C:15](=[CH:16][CH:17]=[C:8]([O:7][CH2:4][CH:3]=[C:2]([Cl:6])[Cl:1])[CH:9]=2)[CH:14]=1)[C:19]([OH:21])=[O:20]. Reported procedure: The title compound is prepared according to the method of Example 7 using 3,3-dichloroallyl chloride and racemic 6-hydroxy-α-methyl-2-naphthaleneacetic acid. White crystals are obtained having a melting point of 107°-109° C.